This data is from the Open Reaction Database (ORD), a public repository of structured organic reaction records. The task is: describe an organic reaction: reactants, conditions, products, and yield Reactants: ClC1=CC=C(C=C1)C=1C=C(C=NC1OCC(F)(F)F)C(=O)O (5-(4-chlorophenyl)-6-(2,2,2-trifluoroethoxy)-3-pyridinecarboxylic acid), NN1CCC(CC1)O (1-amino-4-piperidinol). The product is ClC1=CC=C(C=C1)C=1C=C(C=NC1OCC(F)(F)F)C(=O)NN1CCC(CC1)O (5-(4-chlorophenyl)-N-(4-hydroxypiperidin-1-yl)-6-(2,2,2-trifluoroethoxy)-3-pyridinecarboxamide). Reaction SMILES: [Cl:1][C:2]1[CH:7]=[CH:6][C:5]([C:8]2[CH:9]=[C:10]([C:20](O)=[O:21])[CH:11]=[N:12][C:13]=2[O:14][CH2:15][C:16]([F:19])([F:18])[F:17])=[CH:4][CH:3]=1.[NH2:23][N:24]1[CH2:29][CH2:28][CH:27]([OH:30])[CH2:26][CH2:25]1>>[Cl:1][C:2]1[CH:7]=[CH:6][C:5]([C:8]2[CH:9]=[C:10]([C:20]([NH:23][N:24]3[CH2:29][CH2:28][CH:27]([OH:30])[CH2:26][CH2:25]3)=[O:21])[CH:11]=[N:12][C:13]=2[O:14][CH2:15][C:16]([F:19])([F:18])[F:17])=[CH:4][CH:3]=1. Procedure details: The title compound was synthesized in analogy to Example 1 using 5-(4-chlorophenyl)-6-(2,2,2-trifluoroethoxy)-3-pyridinecarboxylic acid (CAN 1018782-82-5) and 1-amino-4-piperidinol (CAN 79414-82-7) as starting materials; LC-MS (UV peak area/ESI) 97.7%, 430.1150 (M+H)+. Reactants: ClCCl, Nc1c(Cl)cc(CC(CO)CC(=O)N2CCC(N3CCc4ccccc4NC3=O)CC2)cc1C(F)(F)F. Reaction SMILES: [Cl:38][CH2:39][Cl:40].[NH2:1][c:2]1[c:3]([Cl:37])[cH:4][c:5]([CH2:12][CH:13]([CH2:14][C:15](=[O:16])[N:17]2[CH2:18][CH2:19][CH:20]([N:23]3[C:24](=[O:34])[NH:25][c:26]4[c:27]([cH:30][cH:31][cH:32][cH:33]4)[CH2:28][CH2:29]3)[CH2:21][CH2:22]2)[CH2:35][OH:36])[cH:6][c:7]1[C:8]([F:9])([F:10])[F:11]>>[NH2:1][c:2]1[c:3]([Cl:37])[cH:4][c:5]([CH2:12][CH:13]([CH2:14][C:15](=[O:16])[N:17]2[CH2:18][CH2:19][CH:20]([N:23]3[C:24](=[O:34])[NH:25][c:26]4[c:27]([cH:30][cH:31][cH:32][cH:33]4)[CH2:28][CH2:29]3)[CH2:21][CH2:22]2)[CH:35]=[O:36])[cH:6][c:7]1[C:8]([F:9])([F:10])[F:11]. Yields the product Nc1c(Cl)cc(CC(C=O)CC(=O)N2CCC(N3CCc4ccccc4NC3=O)CC2)cc1C(F)(F)F. Starting materials: C1(=CC=CC=C1)O (Phenol), [O-]CC.[Na+] (sodium ethoxide), BrCCCC (1-bromobutane). The solvent is C(C)O (ethanol). Yields the product C(CCC)OC1=CC=CC=C1 (n-Butyloxybenzene). Reaction SMILES: [C:1]1([OH:7])[CH:6]=[CH:5][CH:4]=[CH:3][CH:2]=1.[O-]CC.[Na+].Br[CH2:13][CH2:14][CH2:15][CH3:16]>C(O)C>[CH2:13]([O:7][C:1]1[CH:6]=[CH:5][CH:4]=[CH:3][CH:2]=1)[CH2:14][CH2:15][CH3:16] |f:1.2|. Reported procedure: Phenol (0.5 mole) was added to a solution of sodium ethoxide in ethanol (2 N; 250 ml) and 1-bromobutane (0.5 mole) was added dropwise while stirring. The mixture was heated under reflux for three hours and most of the solvent was then distilled off. Water was added to the residue and the organic layer was separated, washed twice with 10% aqueous NaOH, water, dilute H2SO4 and water, and was then dried over MgSO4. It was distilled in vacuo to give the title compound, b.p. 88°-91° C. at 14 mm Hg pr...